describe an organic reaction: reactants, conditions, products, and yield From a dataset of the Open Reaction Database (ORD), a public repository of structured organic reaction records. Reactants: C=CCN(C(=O)Nc1ccc(Oc2ccccc2)cc1)c1ccc(OCc2ccccc2)cc1, C=CCBr, C1CCOC1, ClCCl, [KH]. Product: C=CCN(C(=O)N(CC=C)c1ccc(Oc2ccccc2)cc1)c1ccc(OCc2ccccc2)cc1. Reaction SMILES: [CH2:2]([CH:3]=[CH2:4])[N:5]([C:6](=[O:7])[NH:8][c:9]1[cH:10][cH:11][c:12]([O:15][c:16]2[cH:17][cH:18][cH:19][cH:20][cH:21]2)[cH:13][cH:14]1)[c:22]1[cH:23][cH:24][c:25]([O:28][CH2:29][c:30]2[cH:31][cH:32][cH:33][cH:34][cH:35]2)[cH:26][cH:27]1.[CH2:36]([CH:37]=[CH2:38])[Br:39].[CH2:40]1[O:41][CH2:42][CH2:43][CH2:44]1.[Cl:45][CH2:46][Cl:47].[KH:1]>>[CH2:2]([CH:3]=[CH2:4])[N:5]([C:6](=[O:7])[N:8]([c:9]1[cH:10][cH:11][c:12]([O:15][c:16]2[cH:17][cH:18][cH:19][cH:20][cH:21]2)[cH:13][cH:14]1)[CH2:38][CH:37]=[CH2:36])[c:22]1[cH:23][cH:24][c:25]([O:28][CH2:29][c:30]2[cH:31][cH:32][cH:33][cH:34][cH:35]2)[cH:26][cH:27]1. Reactants: CS(=O)(=O)OC=1C=CC2=C(C(C(O2)Cl)(C)C)C1 (2-chloro-2,3-dihydro-3,3-dimethylbenzofuran-5-yl methanesulphonate), CCOCC (ether), CC(CC)(O)C (1,1-dimethylpropanol). Yields the product CS(=O)(=O)OC=1C=CC2=C(C(C(O2)OC(CC)(C)C)(C)C)C1 (2,3-dihydro-3,3-dimethyl-2-(1,1-dimethylpropoxy)benzofuran-5-yl methanesulphonate). Isolated yield 43.0%. As a reaction SMILES: [CH3:1][S:2]([O:5][C:6]1[CH:7]=[CH:8][C:9]2[O:13][CH:12](Cl)[C:11]([CH3:16])([CH3:15])[C:10]=2[CH:17]=1)(=[O:4])=[O:3].CCOCC.[CH3:23][C:24]([CH3:28])([OH:27])[CH2:25][CH3:26]>>[CH3:1][S:2]([O:5][C:6]1[CH:7]=[CH:8][C:9]2[O:13][CH:12]([O:27][C:24]([CH3:28])([CH3:23])[CH2:25][CH3:26])[C:11]([CH3:16])([CH3:15])[C:10]=2[CH:17]=1)(=[O:4])=[O:3]. Procedure details: A solution of 2-chloro-2,3-dihydro-3,3-dimethylbenzofuran-5-yl methanesulphonate (14g, 0.05 mole) in 1,1-dimethylpropanol (50 ml) was boiled under reflux for 41/2 hours. After cooling, the solution was taken into ether (250 ml), washed with dilute aqueous sodium hydroxide solution (twice) and with water (twice) and dried over sodium sulphate. The solvent was then distilled off under reduced pressure to give 2,3-dihydro-3,3-dimethyl-2-(1,1-dimethylpropoxy)benzofuran-5-yl methanesulphonate (7g, 43... The reactants are C1(=CC=CC=C1)CC(CNC1=NC(=C(C(N1C)=O)C1=CC2=CC=CC=C2C=C1)C1=CC=NC=C1)=O (2-[3-phenyl-2-oxo-propylamino]-3-methyl-5-naphthalen-2-yl-6-pyridin-4-yl-3H-pyrimidin-4-one), [Li+].CC(C)[N-]C(C)C (LDA), CC1([C@H]2CC[C@]13CS(=O)(=O)N4C3(C2)O4)C ((1S)-(+)-(10-camphorsulfonyl)oxaziridine), [Cl-].[Li+] (Lithium chloride). The solvent is C1CCOC1 (THF). Reaction conditions: time 1 hour. The product is C1(=CC=CC=C1)CC(CNC1=NC(=C(C(N1C)=O)C1=CC2=CC=CC=C2C=C1)C1=CC=NC=C1)O (2-[3-Phenyl-2-hydroxy-propylamino]-3-methyl-5-naphthalen-2-yl-6-pyridin-4-yl-3H-pyrimidin-4-one). As a reaction SMILES: [C:1]1([CH2:7][C:8](=[O:35])[CH2:9][NH:10][C:11]2[N:16]([CH3:17])[C:15](=[O:18])[C:14]([C:19]3[CH:28]=[CH:27][C:26]4[C:21](=[CH:22][CH:23]=[CH:24][CH:25]=4)[CH:20]=3)=[C:13]([C:29]3[CH:34]=[CH:33][N:32]=[CH:31][CH:30]=3)[N:12]=2)[CH:6]=[CH:5][CH:4]=[CH:3][CH:2]=1.[Li+].CC([N-]C(C)C)C.[Cl-].[Li+].CC1(C)[C@@]23C4(ON4S(=O)(=O)C2)C[C@@H]1CC3>C1COCC1>[C:1]1([CH2:7][CH:8]([OH:35])[CH2:9][NH:10][C:11]2[N:16]([CH3:17])[C:15](=[O:18])[C:14]([C:19]3[CH:28]=[CH:27][C:26]4[C:21](=[CH:22][CH:23]=[CH:24][CH:25]=4)[CH:20]=3)=[C:13]([C:29]3[CH:30]=[CH:31][N:32]=[CH:33][CH:34]=3)[N:12]=2)[CH:6]=[CH:5][CH:4]=[CH:3][CH:2]=1 |f:1.2,3.4|. Reported procedure: To a solution of 2-[3-phenyl-2-oxo-propylamino]-3-methyl-5-naphthalen-2-yl-6-pyridin-4-yl-3H-pyrimidin-4-one (123 mg, 0.27 mmol) in THF (5 mL) at −78° C. was added LDA (Aldrich, 2.0 M in THF, 0.4 mL). The mixture was stirred for 1 h. Lithium chloride (30 mg) was added. After 5 minutes, (1S)-(+)-(10-camphorsulfonyl)oxaziridine (200 mg, 0.87 mmol) was added. The mixture was stirred at −78 for 2 hours, and quenched with water (5 mL) and ethyl acetate (80 mL). The solution was washed with brine (3×5... Starting materials: ClC1=NC=CC(=N1)OC (2-chloro-4-methoxypyrimidine), CC1=NN(C=N1)C1=CC=C(N)C=C1 (4-(3-methyl-1H-1,2,4-triazol-1-yl)aniline). The solvent is O (water), CCOC(=O)C (EtOAc), C(C)OC(C)O (ethoxyethanol). Reaction conditions: temperature 75 celsius. Product: COC1=NC(=NC=C1)NC1=CC=C(C=C1)N1N=C(N=C1)C (4-methoxy-N-(4-(3-methyl-1H-1,2,4-triazol-1-yl)phenyl)pyrimidin-2-amine). Reaction SMILES: Cl[C:2]1[N:7]=[C:6]([O:8][CH3:9])[CH:5]=[CH:4][N:3]=1.[CH3:10][C:11]1[N:15]=[CH:14][N:13]([C:16]2[CH:22]=[CH:21][C:19]([NH2:20])=[CH:18][CH:17]=2)[N:12]=1>C(OC(O)C)C.O.CCOC(C)=O>[CH3:9][O:8][C:6]1[CH:5]=[CH:4][N:3]=[C:2]([NH:20][C:19]2[CH:18]=[CH:17][C:16]([N:13]3[CH:14]=[N:15][C:11]([CH3:10])=[N:12]3)=[CH:22][CH:21]=2)[N:7]=1. Procedure: To a solution 2-chloro-4-methoxypyrimidine (2 g, 13.8 mmol) in ethoxyethanol (50 mL) was added 4-(3-methyl-1H-1,2,4-triazol-1-yl)aniline (1.7 g, 10.6 mmol). The reaction was warmed to 75° C. for 16 h, cooled, and diluted with water and EtOAc. The layers were separated, and the aqueous layer was extracted with EtOAc (4×). The combined organics were dried (MgSO4), and concentrated to give a near colorless solid which was homogeneous by analytical HPLC analysis and was used without further purifica... Reactants: Fc1cc(Br)cc(N2CCNCC2)c1, CCOC1(O[Si](C)(C)C)CC1, CC(=O)O, CO, CCOC(C)=O. The product is Fc1cc(Br)cc(N2CCN(C3CC3)CC2)c1. RXN SMILES: [Br:1][c:2]1[cH:3][c:4]([N:9]2[CH2:10][CH2:11][NH:12][CH2:13][CH2:14]2)[cH:5][c:6]([F:8])[cH:7]1.[CH2:15]([O:16][C:18]1([O:17][Si:21]([CH3:22])([CH3:23])[CH3:24])[CH2:19][CH2:20]1)[CH3:25].[CH3:26][C:27](=[O:28])[OH:29].[CH3:30][OH:31].[CH3:32][CH2:33][O:34][C:35]([CH3:36])=[O:37]>>[Br:1][c:2]1[cH:3][c:4]([N:9]2[CH2:10][CH2:11][N:12]([CH:18]3[CH2:19][CH2:20]3)[CH2:13][CH2:14]2)[cH:5][c:6]([F:8])[cH:7]1.